Task: describe an organic reaction: reactants, conditions, products, and yield. Dataset: the Open Reaction Database (ORD), a public repository of structured organic reaction records Starting materials: C(#N)C(CCCO)(C(C)C)C1=CC=CC=C1 (4-Cyano-5-methyl-4-phenylhexanol), S(=O)(=O)(C)Cl (Mesyl chloride), [I-].[Na+] (sodium iodide). The solvent is C(C)#N (acetonitrile), C(C)N(CC)CC (triethylamine). Run at time 25 minute. Yields the product C(#N)C(CCCI)(C(C)C)C1=CC=CC=C1 (4-Cyano-5-methyl-4-phenylhexyl Iodide). As a reaction SMILES: [C:1]([C:3]([C:11]1[CH:16]=[CH:15][CH:14]=[CH:13][CH:12]=1)([CH:8]([CH3:10])[CH3:9])[CH2:4][CH2:5][CH2:6]O)#[N:2].S(Cl)(C)(=O)=O.[I-:22].[Na+]>C(#N)C.C(N(CC)CC)C>[C:1]([C:3]([C:11]1[CH:16]=[CH:15][CH:14]=[CH:13][CH:12]=1)([CH:8]([CH3:10])[CH3:9])[CH2:4][CH2:5][CH2:6][I:22])#[N:2] |f:2.3|. Procedure details: 5.00 g 23.0 mmol of 4-Cyano-5-methyl-4-phenylhexanol disclosed in Example 2 or 3 of JP 11-70613-A was added to and dissolved in acetonitrile 150 ml and triethylamine 3.53 ml. Mesyl chloride, 1.96 ml 25.3 mmol, was added thereto. After 25 minutes, sodium iodide 20.7 g was added thereto. The reaction mixture was partitioned by adding brine and ethyl acetate. The organic layer was washed with aqueous sodium thiosulfate and then with brine, dried over magnesium sulfate, and evaporated. The residue w... Starting materials: C(=O)=O (CO2), C(CCC)[Li] (Butyl lithium), O1C=C(C=C1)NC(OC(C)(C)C)=O (tert-butyl 3-furylcarbamate), O1C=C(C=C1)NC(OC(C)(C)C)=O (tert-butyl 3-furylcarbamate). The solvent is C(C)OCC (diethyl ether), C1CCOC1 (THF), O (water), C(C)OCC (diethyl ether). Reaction conditions: temperature -40 celsius, time 4 hour. Product: C(C)(C)(C)OC(=O)NC1=C(OC=C1)C(=O)O (3-[(tert-Butoxycarbonyl)amino]-2-furoic acid). Reaction SMILES: C([Li])CCC.[O:6]1[CH:10]=[CH:9][C:8]([NH:11][C:12](=[O:18])[O:13][C:14]([CH3:17])([CH3:16])[CH3:15])=[CH:7]1.[C:19](=[O:21])=[O:20]>C1COCC1.C(OCC)C.O>[C:14]([O:13][C:12]([NH:11][C:8]1[CH:9]=[CH:10][O:6][C:7]=1[C:19]([OH:21])=[O:20])=[O:18])([CH3:15])([CH3:17])[CH3:16]. Reported procedure: Butyl lithium (as 1.6 M in hexanes, 45 mL) was added slowly to a solution of tert-butyl 3-furylcarbamate (Intermediate 80) (5.49 g) in THF (60 mL) at −40° C., keeping the internal reaction temperature less than −35° C. The reaction was stirred at −40° C. for 4 hours, then poured onto solid CO2 (100 mL) under a blanket of diethyl ether (300 mL). After warming to ambient temperature, the mixture was poured into water (300 mL) with stirring and an additional 100 mL diethyl ether added. The phases w... Starting materials: CCCCC1CCC2NC(=O)C(=O)C2C1, CC(=O)[O-], CC(=O)O, [H][H], [Na+], O=S(=O)(O)O. The product is CCCCC1CCC2NC(=O)CC2C1. Reaction SMILES: [CH2:1]([CH2:2][CH2:3][CH3:4])[CH:5]1[CH2:6][CH:7]2[C:8](=[O:15])[C:9](=[O:14])[NH:10][CH:11]2[CH2:12][CH2:13]1.[CH3:24][C:25](=[O:26])[O-:27].[CH3:28][C:29](=[O:30])[OH:31].[H:16][H:17].[Na+:23].[S:18](=[O:19])(=[O:20])([OH:21])[OH:22]>>[CH2:1]([CH2:2][CH2:3][CH3:4])[CH:5]1[CH2:6][CH:7]2[CH2:8][C:9](=[O:14])[NH:10][CH:11]2[CH2:12][CH2:13]1. Reported procedure: A method of manufacturing water soluble mixed NPK fertilizer composition in solid form comprising the steps of (a) dissolving urea in phosphoric acid to form a urea phosphoric acid adduct solution, (b) adding one or more potassium salts to said adduct while agitating to form a mixture in solid or slurry form and (c) cooling the mixture thus formed, so as to crystallize the solid soluble fertilizer granules when the mixture is a slurry, the constituents of the mixture so chosen that the final pro... Yields the product P(O)(O)(O)=O.NC(=O)N (urea phosphoric acid), ( b ). As a reaction SMILES: O.[NH2:2][C:3]([NH2:5])=[O:4].[P:6](=[O:10])([OH:9])([OH:8])[OH:7]>>[P:6](=[O:7])([OH:10])([OH:9])[OH:8].[NH2:2][C:3]([NH2:5])=[O:4] |f:3.4|. Reactants: O (water), ( a ), NC(=O)N (urea), P(O)(O)(O)=O (phosphoric acid). Reactants: FC1=CC=C(C=C1)C1=NC=2C(=NC=CC2)N1CC(=O)O (2-(4-fluorophenyl)-3H-imidazo[4,5-b]pyridine-3-acetic acid), C(=O)(N1C=NC=C1)N1C=NC=C1 (1,1'-carbonyldiimidazole), C(CC)NCCC (dipropylamine). The solvent is O1CCCC1 (tetrahydrofuran), O1CCCC1 (tetrahydrofuran). Product: FC1=CC=C(C=C1)C1=NC=2C(=NC=CC2)N1CC(=O)N(CCC)CCC (2-(4-Fluorophenyl)-N,N-dipropyl-3H-imidazo[4,5-b]pyridine-3-acetamide). Isolated yield 33.9%. Reaction SMILES: [F:1][C:2]1[CH:7]=[CH:6][C:5]([C:8]2[N:16]([CH2:17][C:18]([OH:20])=O)[C:11]3=[N:12][CH:13]=[CH:14][CH:15]=[C:10]3[N:9]=2)=[CH:4][CH:3]=1.C(N1C=CN=C1)(N1C=CN=C1)=O.[CH2:33]([NH:36][CH2:37][CH2:38][CH3:39])[CH2:34][CH3:35]>O1CCCC1>[F:1][C:2]1[CH:3]=[CH:4][C:5]([C:8]2[N:16]([CH2:17][C:18]([N:36]([CH2:37][CH2:38][CH3:39])[CH2:33][CH2:34][CH3:35])=[O:20])[C:11]3=[N:12][CH:13]=[CH:14][CH:15]=[C:10]3[N:9]=2)=[CH:6][CH:7]=1. Procedure details: A mixture of 2-(4-fluorophenyl)-3H-imidazo[4,5-b]pyridine-3-acetic acid (5.0 g, 0.01845 mole) and 1,1'-carbonyldiimidazole (2.99 g, 0.01845 mole) was stirred at room temperature in dry tetrahydrofuran (100 ml) for three hours with a stream of nitrogen bubbling through it. A solution of dipropylamine (5.6 g, 0.0554 mole) in tetrahydrofuran (7 ml) was added and the reaction mixture was refluxed overnight under nitrogen. The solvents were removed under reduced pressure and the residue was triturate... Starting materials: FC(C(=O)O)(F)F (TFA), amino, acid chloride, R1COCl, C1(=CC=CC=C1)C(=O)Cl (PhCOCl), intermediate VIII, FC(C(=O)O)(F)F (trifluoroacetic acid), VII, VIII. The solvent is C(C)N(CC)CC (triethylamine). Yields the product O(C(=O)C1=CC=CC=C1)C(=O)C1=CC=CC=C1 ((PhCO)2O), VIII. As a reaction SMILES: F[C:2](F)(F)[C:3]([OH:5])=[O:4].[C:8]1([C:14](Cl)=[O:15])[CH:13]=[CH:12][CH:11]=[CH:10][CH:9]=1>C(N(CC)CC)C>[O:5]([C:14]([C:8]1[CH:13]=[CH:12][CH:11]=[CH:10][CH:9]=1)=[O:15])[C:3]([C:2]1[CH:12]=[CH:13][CH:8]=[CH:9][CH:10]=1)=[O:4]. Reported procedure: For the preparation of compounds of formula I, (Q1 is R1CO or PhCO), an intermediate VIII (Q1 is t-butoxycarbonyl) is treated with trifluoroacetic acid (TFA) as in the conversion of VII to VIII. The resulting TFA salt of the corresponding amino compound is then treated with an acid chloride of the formula R1COCl or PhCOCl or an anhydride of the formula (R1CO)2O or (PhCO)2O in the presence of a tertiary amine such as triethylamine to give VIII (Q1 is R1CO or PhCO). This is subsequently transforme...